This data is from the Open Reaction Database (ORD), a public repository of structured organic reaction records. The task is: describe an organic reaction: reactants, conditions, products, and yield The reactants are C(C)(=O)OC\C=C(\CCC1=C(C(=C(C(=C1C)O)C)C)O)/C ((E)-5-(2,5-dihydroxy-3,4,6-trimethylphenyl)-3-methyl-2-pentenyl acetate), C1(=CC=CC=C1)P(C1=CC=CC=C1)C1=C(C=CC=C1)C1=CC=CC=C1 (diphenylphosphino-1,1'-biphenyl), π-allylpalladium chloride dimer. Solvent: O1CCCC1 (tetrahydrofuran). The product is C[C@@]1(OC2=C(CC1)C(=C(C(=C2C)C)O)C)C=C ((S)-3,4-dihydro-2,5,7,8-tetramethyl-2-vinyl-2H-[1]-benzopyran-6-ol). The yield is 81.1%. RXN SMILES: C(O[CH2:5]/[CH:6]=[C:7](\[CH3:21])/[CH2:8][CH2:9][C:10]1[C:15]([CH3:16])=[C:14]([OH:17])[C:13]([CH3:18])=[C:12]([CH3:19])[C:11]=1[OH:20])(=O)C.C1(P(C2C=CC=CC=2C2C=CC=CC=2)C2C=CC=CC=2)C=CC=CC=1>O1CCCC1>[CH3:21][C@@:7]1([CH:6]=[CH2:5])[CH2:8][CH2:9][C:10]2[C:15]([CH3:16])=[C:14]([OH:17])[C:13]([CH3:18])=[C:12]([CH3:19])[C:11]=2[O:20]1. Reported procedure: A solution of (E)-5-(2,5-dihydroxy-3,4,6-trimethylphenyl)-3-methyl-2-pentenyl acetate (125 mg; 0.43 mmol), (R)-6,6'-dimethyl-2,2'-bis(diphenylphosphino-1,1'-biphenyl (7 mg, 3%) and π-allylpalladium chloride dimer (2.3 mg, 1.5%) in tetrahydrofuran (2 ml) was held at 65° C. for 12 hours. After cooling the solvent was removed and the residue was purified on 3 g of silica gel with hexane/ethyl acetate (99:1). After crystallization from pentane there was obtained 81 mg of (S)-3,4-dihydro-2,5,7,8-tetr... Product: Clc1ccc(C2=CCNCC2)nc1. RXN SMILES: [CH:22]([Cl:23])([Cl:24])[Cl:25].[Cl:1][c:2]1[cH:3][cH:4][c:5]([C:8]2=[CH:13][CH2:12][N:11]([C:14]([O:15][C:16]([CH3:17])([CH3:18])[CH3:19])=[O:20])[CH2:10][CH2:9]2)[n:6][cH:7]1.[ClH:21]>>[Cl:1][c:2]1[cH:3][cH:4][c:5]([C:8]2=[CH:13][CH2:12][NH:11][CH2:10][CH2:9]2)[n:6][cH:7]1. The reactants are ClC(Cl)Cl, CC(C)(C)OC(=O)N1CC=C(c2ccc(Cl)cn2)CC1, Cl. Reaction conditions: time 12 hour. Reported procedure: To a solution of 1.14 g 4-{(S)-4-tert-butoxycarbonyl-2-[(5-carboxymethoxy-1-phenyl-1H-pyrazole-3-carbonyl)-amino]-butyryl}-piperazine-1-carboxylic acid ethyl ester in 10 ml DMF were added 719 mg HOBt, 900 mg EDC, 1.6 ml DIPEA and 1.50 g pyrrolidine-3-carboxylic acid benzyl ester hydrotrifluoroacetate. After stirring for 12 h the reaction mixture was diluted with ethyl acetate, washed with aqueous LiCl (4%) and saturated aqueous NaHCO3. The crude product obtained after evaporation of the solvent ... Starting materials: C(C)OC(=O)N1CCN(CC1)C([C@H](CCC(=O)OC(C)(C)C)NC(=O)C1=NN(C(=C1)OCC(=O)O)C1=CC=CC=C1)=O (4-{(S)-4-tert-butoxycarbonyl-2-[(5-carboxymethoxy-1-phenyl-1H-pyrazole-3-carbonyl)-amino]-butyryl}-piperazine-1-carboxylic acid ethyl ester), C=1C=CC2=C(C1)N=NN2O (HOBt), CCN(C(C)C)C(C)C (DIPEA), C(C1=CC=CC=C1)OC(=O)C1CNCC1 (pyrrolidine-3-carboxylic acid benzyl ester). Run in CN(C)C=O (DMF), C(CCl)Cl (EDC), C(C)(=O)OCC (ethyl acetate). Yields the product C(C)OC(=O)N1CCN(CC1)C([C@H](CCC(=O)OC(C)(C)C)NC(=O)C1=NN(C(=C1)OCC(=O)N1CC(CC1)C(=O)OCC1=CC=CC=C1)C1=CC=CC=C1)=O (4-[(S)-2-({5-[2-(3-Benzyloxycarbonyl-pyrrolidin-1-yl)-2-oxo-ethoxy]-1-phenyl-1H-pyrazole-3-carbonyl}-amino)-4-tert-butoxycarbonyl-butyryl]-piperazine-1-carboxylic acid ethyl ester). Reaction SMILES: [CH2:1]([O:3][C:4]([N:6]1[CH2:11][CH2:10][N:9]([C:12](=[O:42])[C@@H:13]([NH:23][C:24]([C:26]2[CH:30]=[C:29]([O:31][CH2:32][C:33](O)=[O:34])[N:28]([C:36]3[CH:41]=[CH:40][CH:39]=[CH:38][CH:37]=3)[N:27]=2)=[O:25])[CH2:14][CH2:15][C:16]([O:18][C:19]([CH3:22])([CH3:21])[CH3:20])=[O:17])[CH2:8][CH2:7]1)=[O:5])[CH3:2].C1C=CC2N(O)N=NC=2C=1.CCN(C(C)C)C(C)C.[CH2:62]([O:69][C:70]([CH:72]1[CH2:76][CH2:75][NH:74][CH2:73]1)=[O:71])[C:63]1[CH:68]=[CH:67][CH:66]=[CH:65][CH:64]=1>CN(C=O)C.C(OCC)(=O)C.C(Cl)CCl>[CH2:1]([O:3][C:4]([N:6]1[CH2:11][CH2:10][N:9]([C:12](=[O:42])[C@@H:13]([NH:23][C:24]([C:26]2[CH:30]=[C:29]([O:31][CH2:32][C:33]([N:74]3[CH2:75][CH2:76][CH:72]([C:70]([O:69][CH2:62][C:63]4[CH:64]=[CH:65][CH:66]=[CH:67][CH:68]=4)=[O:71])[CH2:73]3)=[O:34])[N:28]([C:36]3[CH:37]=[CH:38][CH:39]=[CH:40][CH:41]=3)[N:27]=2)=[O:25])[CH2:14][CH2:15][C:16]([O:18][C:19]([CH3:22])([CH3:21])[CH3:20])=[O:17])[CH2:8][CH2:7]1)=[O:5])[CH3:2].